Task: describe an organic reaction: reactants, conditions, products, and yield. Dataset: the Open Reaction Database (ORD), a public repository of structured organic reaction records Reactants: COC1=CC(=NN1C1=CC=C(C=C1)C(F)(F)F)C(=O)OC (methyl 5-methoxy-1-(4-(trifluoromethyl)phenyl)-1H-pyrazole-3-carboxylate), [H-].[Al+3].[Li+].[H-].[H-].[H-] (lithium aluminum hydride). The solvent is C1CCOC1 (THF). Reaction conditions: temperature 0 celsius, time 1 hour. Yields the product COC1=CC(=NN1C1=CC=C(C=C1)C(F)(F)F)CO ((5-methoxy-1-(4-(trifluoromethyl)phenyl)-1H-pyrazol-3-yl)methanol). RXN SMILES: [CH3:1][O:2][C:3]1[N:7]([C:8]2[CH:13]=[CH:12][C:11]([C:14]([F:17])([F:16])[F:15])=[CH:10][CH:9]=2)[N:6]=[C:5]([C:18](OC)=[O:19])[CH:4]=1.[H-].[Al+3].[Li+].[H-].[H-].[H-]>C1COCC1>[CH3:1][O:2][C:3]1[N:7]([C:8]2[CH:9]=[CH:10][C:11]([C:14]([F:17])([F:15])[F:16])=[CH:12][CH:13]=2)[N:6]=[C:5]([CH2:18][OH:19])[CH:4]=1 |f:1.2.3.4.5.6|. Procedure details: A 100 mL round-bottomed flask was charged with methyl 5-methoxy-1-(4-(trifluoromethyl)phenyl)-1H-pyrazole-3-carboxylate 72 (5.20 g, 17 mmol) and 100 mL of THF. After being cooled to 0° C., lithium aluminum hydride (1.0 M solution in THF, 17 mL, 17 mmol) was added dropwise. After 1 h, the reaction was quenched with 0.5 mL of water, 0.5 mL of 1 M NaOH, and 1.5 mL of water (added in that order). The resulting precipitate was filtered and the filtrate was concentrated to give (5-methoxy-1-(4-(triflu...